Dataset: the Open Reaction Database (ORD), a public repository of structured organic reaction records. Task: describe an organic reaction: reactants, conditions, products, and yield Starting materials: FC=1C=C2C(=CNC2=CC1)C=1CCN(CC1)C (5-fluoro-3-(1-methyl-1,2,3,6-tetrahydro-4-pyridinyl)-1H-indole), ClC1=CC=C(C=C1)S(=O)(=O)Cl (4-chlorophenylsulfonyl chloride). The product is ClC1=CC=C(C=C1)S(=O)(=O)N1C=C(C2=CC(=CC=C12)F)C=1CCN(CC1)C (1-(4-Chlorophenylsulfonyl)-5-fluoro-3-(1-methyl-1,2,3,6-tetrahydro-4-pyridinyl)indole). Reaction SMILES: [F:1][C:2]1[CH:3]=[C:4]2[C:8](=[CH:9][CH:10]=1)[NH:7][CH:6]=[C:5]2[C:11]1[CH2:12][CH2:13][N:14]([CH3:17])[CH2:15][CH:16]=1.[Cl:18][C:19]1[CH:24]=[CH:23][C:22]([S:25](Cl)(=[O:27])=[O:26])=[CH:21][CH:20]=1>>[Cl:18][C:19]1[CH:24]=[CH:23][C:22]([S:25]([N:7]2[C:8]3[C:4](=[CH:3][C:2]([F:1])=[CH:10][CH:9]=3)[C:5]([C:11]3[CH2:12][CH2:13][N:14]([CH3:17])[CH2:15][CH:16]=3)=[CH:6]2)(=[O:27])=[O:26])=[CH:21][CH:20]=1. Procedure details: (28.1 mg, 53%), from 5-fluoro-3-(1-methyl-1,2,3,6-tetrahydro-4-pyridinyl)-1H-indole (Example 4b, 30.1 mg, 0.131 mmol) and 4-chlorophenylsulfonyl chloride (55.3 mg, 0.26 mmol); HRMS-FAB+ for C20H19N2O2SClF calculated MH+ : 405.08998; found: 405.08291. Reactants: FC1=CC=C(C=C1)CN1C(=NC2=C1C=CC=C2)NC2CNCC2 (1-[(4-fluorophenyl)methyl]-N-(3-pyrrolidinyl)-1H-benzimidazol-2-amine), C([O-])([O-])=O.[Na+].[Na+] (sodium carbonate), CC(CC(C)=O)C (4-methyl-2-pentanone), ClCCN1C(NC2=C1C=CC=C2)=O (1-(2-chloroethyl)-1,3-dihydro-2H-benzimidazol-2-one). The solvent is O (water), O (water). Reaction conditions: time 20 hour. Product: C(C(=O)O)(=O)O.FC1=CC=C(C=C1)CN1C(=NC2=C1C=CC=C2)NC2CN(CC2)CCN2C(NC1=C2C=CC=C1)=O (1-[2-[3-[[1-[(4-fluorophenyl)methyl]-1H-benzimidazol-2-yl]amino]-1-pyrrolidinyl]ethyl]-1,3-dihydro-2H-benzimidazol-2-one ethanedioate). Yield: 45.0%. As a reaction SMILES: [F:1][C:2]1[CH:7]=[CH:6][C:5]([CH2:8][N:9]2[C:13]3[CH:14]=[CH:15][CH:16]=[CH:17][C:12]=3[N:11]=[C:10]2[NH:18][CH:19]2[CH2:23][CH2:22][NH:21][CH2:20]2)=[CH:4][CH:3]=1.[C:24](=[O:27])([O-:26])[O-].[Na+].[Na+].CC(C)C[C:33](=[O:35])C.Cl[CH2:38][CH2:39][N:40]1[C:44]2[CH:45]=[CH:46][CH:47]=[CH:48][C:43]=2[NH:42][C:41]1=[O:49]>O>[C:33]([OH:35])(=[O:49])[C:24]([OH:26])=[O:27].[F:1][C:2]1[CH:7]=[CH:6][C:5]([CH2:8][N:9]2[C:13]3[CH:14]=[CH:15][CH:16]=[CH:17][C:12]=3[N:11]=[C:10]2[NH:18][CH:19]2[CH2:23][CH2:22][N:21]([CH2:38][CH2:39][N:40]3[C:44]4[CH:45]=[CH:46][CH:47]=[CH:48][C:43]=4[NH:42][C:41]3=[O:49])[CH2:20]2)=[CH:4][CH:3]=1 |f:1.2.3,7.8|. Procedure: A mixture of 6.2 parts of 1-[(4-fluorophenyl)methyl]-N-(3-pyrrolidinyl)-1H-benzimidazol-2-amine, 4.3 parts of sodium carbonate and 120 parts of 4-methyl-2-pentanone was stirred and refluxed for 30 minutes using a water separator. 4.9 Parts of 1-(2-chloroethyl)-1,3-dihydro-2H-benzimidazol-2-one were added at reflux temperature and stirring was continued for 20 hours at reflux temperature using a water separator. After cooling, the salts were filtered off and the filtrate was washed with water, dr... Starting materials: FC(C1=CC=C(C=C1)C1=CC(=NC=N1)OC=1C=CC=C2N=CC(=NC12)N)(F)F (8-[6-(4-trifluoromethyl-phenyl)-pyrimidin-4-yloxy]-quinoxalin-2-ylamine), C(C)(=O)OC(C)=O (acetic anhydride). Run in C1(=CC=CC=C1)C (toluene), hexanes. Conditions: temperature 75 celsius, time 16 hour. Yields the product FC(C1=CC=C(C=C1)C1=CC(=NC=N1)OC=1C=CC=C2N=CC(=NC12)NC(C)=O)(F)F (N-{8-[6-(4-Trifluoromethyl-phenyl)-pyrimidin-4-yloxy]-quinoxalin-2-yl}-acetamide). Reaction SMILES: [F:1][C:2]([F:28])([F:27])[C:3]1[CH:8]=[CH:7][C:6]([C:9]2[N:14]=[CH:13][N:12]=[C:11]([O:15][C:16]3[CH:17]=[CH:18][CH:19]=[C:20]4[C:25]=3[N:24]=[C:23]([NH2:26])[CH:22]=[N:21]4)[CH:10]=2)=[CH:5][CH:4]=1.[C:29](OC(=O)C)(=[O:31])[CH3:30]>C1(C)C=CC=CC=1>[F:28][C:2]([F:27])([F:1])[C:3]1[CH:8]=[CH:7][C:6]([C:9]2[N:14]=[CH:13][N:12]=[C:11]([O:15][C:16]3[CH:17]=[CH:18][CH:19]=[C:20]4[C:25]=3[N:24]=[C:23]([NH:26][C:29](=[O:31])[CH3:30])[CH:22]=[N:21]4)[CH:10]=2)=[CH:5][CH:4]=1. Reported procedure: A mixture of 8-[6-(4-trifluoromethyl-phenyl)-pyrimidin-4-yloxy]-quinoxalin-2-ylamine, (Example 37(d)), (0.55 g, 1.4 mmol) and acetic anhydride (0.82 mL, 8.6 mmol, Aldrich) in toluene (15 mL) was heated at 75° C. for 4 h. After stirring at room temperature for 16 h the mixture was treated with hexanes. The solids were removed by filtration, washed with hexanes and dried in vacuum for 24 h at room temperature to give the title compound as a tan powder. Mp: 237° C., MS (ESI, pos. ion) m/z: 426 (M+1... Reported procedure: At room temperature, a mixture of pentanoic acid ethyl ester (0.4 mol) and diethyl oxalate (compound 11 in Scheme 1) (73.1 g, 0.5 mol) is added to a solution of NaOEt (32.7 g, 0.48 mol) in EtOH (250 ml). The mixture is stirred at room temperature for 30 minutes and EtOH is distilled away. The residue is then purified by vacuum distillation, which provides the product (120) as a clear oil. Product: C(C)OC(C(C(C(=O)OCC)CCC)=O)=O (2-oxo-3-propyl-succinic acid diethyl ester). The reactants are C(C)OC(CCCC)=O (pentanoic acid ethyl ester), C(C(=O)OCC)(=O)OCC (diethyl oxalate), C(C(=O)OCC)(=O)OCC (diethyl oxalate), CC[O-].[Na+] (NaOEt). Conditions: time 30 minute. RXN SMILES: [CH2:1]([O:3][C:4](=[O:9])[CH2:5][CH2:6][CH2:7][CH3:8])[CH3:2].[C:10]([O:17][CH2:18][CH3:19])(=[O:16])[C:11]([O:13]CC)=O.CC[O-].[Na+]>CCO>[CH2:18]([O:17][C:10](=[O:16])[C:11](=[O:13])[CH:5]([CH2:6][CH2:7][CH3:8])[C:4]([O:3][CH2:1][CH3:2])=[O:9])[CH3:19] |f:2.3|. The solvent is CCO (EtOH). RXN SMILES: [C:1]([CH3:2])([CH3:3])([CH3:4])[O:5][C:6](=[O:7])[NH:8][c:9]1[c:10]([NH:15][C:16]([c:17]2[cH:18][cH:19][c:20]([B:23]3[O:24][C:25]([CH3:26])([CH3:27])[C:28]([CH3:29])([CH3:30])[O:31]3)[cH:21][cH:22]2)=[O:32])[cH:11][cH:12][cH:13][cH:14]1.[C:51]([O:52][CH2:53][CH3:54])(=[O:55])[CH3:56].[OH2:50].[c:33]1([NH:39][C:40]([O:41][CH2:42][c:43]2[cH:44][n:45][c:46]([Cl:48])[s:47]2)=[O:49])[cH:34][cH:35][cH:36][cH:37][cH:38]1>>[C:1]([CH3:2])([CH3:3])([CH3:4])[O:5][C:6](=[O:7])[NH:8][c:9]1[c:10]([NH:15][C:16]([c:17]2[cH:18][cH:19][c:20](-[c:46]3[n:45][cH:44][c:43]([CH2:42][O:41][C:40]([NH:39][c:33]4[cH:34][cH:35][cH:36][cH:37][cH:38]4)=[O:49])[s:47]3)[cH:21][cH:22]2)=[O:32])[cH:11][cH:12][cH:13][cH:14]1. Reactants: CC(C)(C)OC(=O)Nc1ccccc1NC(=O)c1ccc(B2OC(C)(C)C(C)(C)O2)cc1, CCOC(C)=O, O, O=C(Nc1ccccc1)OCc1cnc(Cl)s1. The product is CC(C)(C)OC(=O)Nc1ccccc1NC(=O)c1ccc(-c2ncc(COC(=O)Nc3ccccc3)s2)cc1. Reactants: BrC=1N=C(N(C1C1=NC(=NC=C1)NC[C@H](C)NC(OC(C)(C)C)=O)COCC[Si](C)(C)C)C1CC1 ((S)-tert-butyl 1-(4-(4-bromo-2-cyclopropyl-1-((2-(trimethylsilyl)ethoxy) methyl)-1H-imidazol-5-yl)pyrimidin-2-ylamino)propan-2-ylcarbamate), ClC1=C(C=CC=C1B1OC(C(O1)(C)C)(C)C)NS(=O)(=O)CCC (N-(2-chloro-3-(4,4,5,5-tetramethyl-1,3,2-dioxaborolan-2-yl)phenyl)propane-1-sulfonamide), C(=O)([O-])[O-].[Na+].[Na+] (Na2CO3). The reagents and catalysts are C1=CC=C(C=C1)P([C-]2C=CC=C2)C3=CC=CC=C3.C1=CC=C(C=C1)P([C-]2C=CC=C2)C3=CC=CC=C3.Cl[Pd]Cl.[Fe+2].C(Cl)Cl (PdCl2(dppf)•DCM). Run in COCCOC (DME), O (water). The product is ClC1=C(C=CC=C1NS(=O)(=O)CCC)C=1N=C(N(C1C1=NC(=NC=C1)NC[C@H](C)NC(OC(C)(C)C)=O)COCC[Si](C)(C)C)C1CC1 ((S)-tert-butyl 1-(4-(4-(2-chloro-3-(propylsulfonamido)phenyl)-2-cyclopropyl-1-((2-(trimethylsilyl)ethoxy)methyl)-1H-imidazol-5-yl)pyrimidin-2-ylamino)propan-2-ylcarbamate). The yield is 31.1%. Reaction SMILES: Br[C:2]1[N:3]=[C:4]([CH:33]2[CH2:35][CH2:34]2)[N:5]([CH2:25][O:26][CH2:27][CH2:28][Si:29]([CH3:32])([CH3:31])[CH3:30])[C:6]=1[C:7]1[CH:12]=[CH:11][N:10]=[C:9]([NH:13][CH2:14][C@@H:15]([NH:17][C:18](=[O:24])[O:19][C:20]([CH3:23])([CH3:22])[CH3:21])[CH3:16])[N:8]=1.[Cl:36][C:37]1[C:42](B2OC(C)(C)C(C)(C)O2)=[CH:41][CH:40]=[CH:39][C:38]=1[NH:52][S:53]([CH2:56][CH2:57][CH3:58])(=[O:55])=[O:54].C([O-])([O-])=O.[Na+].[Na+]>COCCOC.O.C1C=CC(P(C2C=CC=CC=2)[C-]2C=CC=C2)=CC=1.C1C=CC(P(C2C=CC=CC=2)[C-]2C=CC=C2)=CC=1.Cl[Pd]Cl.[Fe+2].C(Cl)Cl>[Cl:36][C:37]1[C:38]([NH:52][S:53]([CH2:56][CH2:57][CH3:58])(=[O:55])=[O:54])=[CH:39][CH:40]=[CH:41][C:42]=1[C:2]1[N:3]=[C:4]([CH:33]2[CH2:35][CH2:34]2)[N:5]([CH2:25][O:26][CH2:27][CH2:28][Si:29]([CH3:32])([CH3:31])[CH3:30])[C:6]=1[C:7]1[CH:12]=[CH:11][N:10]=[C:9]([NH:13][CH2:14][C@@H:15]([NH:17][C:18](=[O:24])[O:19][C:20]([CH3:23])([CH3:22])[CH3:21])[CH3:16])[N:8]=1 |f:2.3.4,7.8.9.10.11|. Procedure details: To a mixture of (S)-tert-butyl 1-(4-(4-bromo-2-cyclopropyl-1-((2-(trimethylsilyl)ethoxy) methyl)-1H-imidazol-5-yl)pyrimidin-2-ylamino)propan-2-ylcarbamate (I-1a, 256 mg, 0.45 mmol), N-(2-chloro-3-(4,4,5,5-tetramethyl-1,3,2-dioxaborolan-2-yl)phenyl)propane-1-sulfonamide (SM-10, 292 mg, 0.81 mmol), aqueous 2.0 M Na2CO3 solution in DME (4 mL) was added PdCl2(dppf)•DCM. The reaction vial was sealed and irradiated at 120° C. for 10 minutes in a microwave reactor. LCMS indicated complete conversion an... Starting materials: [H-].[Na+] (NaH), BrC=1C=NNC1 (4-bromopyrazole), C(C)(C)(C)OC(=O)N1CCC(CC1)OS(=O)(=O)C (4-Methanesulfonyloxy-piperidine-1-carboxylic acid tert-butyl ester). Solvent: CN(C)C=O (DMF). Run at temperature 0 celsius, time 1 hour. Yields the product C(C)(C)(C)OC(=O)N1CCC(CC1)N1N=CC(=C1)Br (4-(4-Bromo-pyrazol-1-yl)-piperidine-1-carboxylic acid tert-butyl ester). As a reaction SMILES: [H-].[Na+].[Br:3][C:4]1[CH:5]=[N:6][NH:7][CH:8]=1.[C:9]([O:13][C:14]([N:16]1[CH2:21][CH2:20][CH:19](OS(C)(=O)=O)[CH2:18][CH2:17]1)=[O:15])([CH3:12])([CH3:11])[CH3:10]>CN(C=O)C>[C:9]([O:13][C:14]([N:16]1[CH2:21][CH2:20][CH:19]([N:6]2[CH:5]=[C:4]([Br:3])[CH:8]=[N:7]2)[CH2:18][CH2:17]1)=[O:15])([CH3:12])([CH3:10])[CH3:11] |f:0.1|. Reported procedure: NaH (60% in mineral oil, 1.36 g, 34 mmol) is added portionwise to a stirred solution of 4-bromopyrazole (4.58 g, 30.9 mmol) in DMF (20 ml). The resulting mixture is stirred for 1 h at 0° C. and 4-Methanesulfonyloxy-piperidine-1-carboxylic acid tert-butyl ester (as obtained in preparation 61, 8.62 g, 30.9 mmol) is added. The resulting pale suspension is heated at 100° C. for 1 h. The reaction is quenched with water and extracted with EtOAc several times. The combined organic layers are washed wit...